This data is from the Open Reaction Database (ORD), a public repository of structured organic reaction records. The task is: describe an organic reaction: reactants, conditions, products, and yield The reactants are C(C)(C)(C)OC(=O)N1C2C=3C=NOC3C(C1COC2)F (7-Fluoro-5,10-dioxa-4,12-diaza-tricyclo[6.3.1.0*2,6*]dodeca-2(6),3-diene-12-carboxylic acid tert-butyl ester). Run in C(=O)(C(F)(F)F)O.C(Cl)Cl (TFA DCM). Yields the product FC1C=2ON=CC2C2COCC1N2 (7-fluoro-5,10-dioxa-4,12-diaza-tricyclo[6.3.1.0*2,6*]dodeca-2(6),3-dien). The yield is 145.1%. As a reaction SMILES: C(OC([N:8]1[CH:16]2[CH2:17][O:18][CH2:19][CH:9]1[C:10]1[CH:11]=[N:12][O:13][C:14]=1[CH:15]2[F:20])=O)(C)(C)C>C(O)(C(F)(F)F)=O.C(Cl)Cl>[F:20][CH:15]1[CH:16]2[NH:8][CH:9]([CH2:19][O:18][CH2:17]2)[C:10]2[CH:11]=[N:12][O:13][C:14]1=2 |f:1.2|. Reported procedure: A solution of 7-Fluoro-5,10-dioxa-4,12-diaza-tricyclo[6.3.1.0*2,6*]dodeca-2(6),3-diene-12-carboxylic acid tert-butyl ester (150 mg) in TFA/DCM (5 mL, 1:2) was stirred at room temperature for 1 h. The solvent was removed in vacuo to give 7-fluoro-5,10-dioxa-4,12-diaza-tricyclo[6.3.1.0*2,6*]dodeca-2(6),3-diene 106a (141 mg) as yellow oil, crude yield: 100%. MS: calc'd (MH+) 185, measured (MH+) 185.